This data is from the Open Reaction Database (ORD), a public repository of structured organic reaction records. The task is: describe an organic reaction: reactants, conditions, products, and yield The reactants are FC(C(=O)O)(F)F (trifluoroacetic acid), COCOC1=C(\C=C/2\C(N(CC(NC2)=O)S(=O)(=O)C2=CC=C(C=C2)Cl)=O)C=C(C=C1)C ((6E)-6-[2-(methoxymethoxy)-5-methylbenzylidene]-4-[(4-chlorophenyl)sulfonyl]-1,4-diazepan-2,5-dione). Solvent: C(Cl)Cl (methylene chloride). Run at time 45 minute. Product: OC1=C(\C=C/2\C(N(CC(NC2)=O)S(=O)(=O)C2=CC=C(C=C2)Cl)=O)C=C(C=C1)C ((6E)-6-(2-hydroxy-5-methylbenzylidene)-4-[(4-chlorophenyl)sulfonyl]-1,4-diazepan-2,5-dione). Yield: 101.2%. As a reaction SMILES: COC[O:4][C:5]1[CH:30]=[CH:29][C:28]([CH3:31])=[CH:27][C:6]=1/[CH:7]=[C:8]1/[C:9](=[O:26])[N:10]([S:16]([C:19]2[CH:24]=[CH:23][C:22]([Cl:25])=[CH:21][CH:20]=2)(=[O:18])=[O:17])[CH2:11][C:12](=[O:15])[NH:13][CH2:14]/1.FC(F)(F)C(O)=O>C(Cl)Cl>[OH:4][C:5]1[CH:30]=[CH:29][C:28]([CH3:31])=[CH:27][C:6]=1/[CH:7]=[C:8]1/[C:9](=[O:26])[N:10]([S:16]([C:19]2[CH:20]=[CH:21][C:22]([Cl:25])=[CH:23][CH:24]=2)(=[O:17])=[O:18])[CH2:11][C:12](=[O:15])[NH:13][CH2:14]/1. Reported procedure: To (6E)-6-[2-(methoxymethoxy)-5-methylbenzylidene]-4-[(4-chlorophenyl)sulfonyl]-1,4-diazepan-2,5-dione (95 mg), synthesized by using, instead of the starting material of Reference Example 117, that is, the compound S6, the compound S11 for the similar procedure as in Reference Example 117, Reference Example 122, and Example 1, in methylene chloride (0.48 ml) solution, trifluoroacetic acid (0.48 ml) was added and the mixture was stirred at room temperature for 45 minutes. Next, the reaction solut... Reactants: O=C([O-])O, C1CCOC1, CCOCC, Cl, [Na+], O, OC1(c2ccccn2)CCC2(CC1)OCCO2. The product is O=C1CCC(O)(c2ccccn2)CC1. Reaction SMILES: [C:19](=[O:20])([OH:21])[O-:22].[CH2:24]1[O:25][CH2:26][CH2:27][CH2:28]1.[CH3:30][CH2:31][O:32][CH2:33][CH3:34].[ClH:18].[Na+:23].[OH2:29].[n:1]1[c:2]([C:7]2([OH:17])[CH2:8][CH2:9][C:10]3([O:11][CH2:14][CH2:13][O:12]3)[CH2:15][CH2:16]2)[cH:3][cH:4][cH:5][cH:6]1>>[n:1]1[c:2]([C:7]2([OH:17])[CH2:8][CH2:9][C:10](=[O:11])[CH2:15][CH2:16]2)[cH:3][cH:4][cH:5][cH:6]1.